This data is from the Open Reaction Database (ORD), a public repository of structured organic reaction records. The task is: describe an organic reaction: reactants, conditions, products, and yield Reactants: [Cl-].[Na+] (sodium chloride), BrC1=CC=2C(C3=CC(=C(C=C3C(C2C=C1I)=O)CCCCCCCCCCCC)CCCCCCCCCCCC)=O (2-bromo-3-iodo-6,7-didodecylanthraquinone), Cl (hydrochloric acid), [H-].C(C)(C)[Al+]C(C)C (diisopropylaluminum hydride). Run in C1(=CC=CC=C1)C (Toluene), C1CCOC1 (THF), C1(=CC=CC=C1)C (toluene). Conditions: time 2 hour. The product is BrC1=CC2=CC3=CC(=C(C=C3C=C2C=C1I)CCCCCCCCCCCC)CCCCCCCCCCCC (2-bromo-3-iodo-6,7-didodecylanthracene). Yield: 72.1%. Reaction SMILES: [Br:1][C:2]1[C:15]([I:16])=[CH:14][C:13]2[C:12](=O)[C:11]3[C:6](=[CH:7][C:8]([CH2:30][CH2:31][CH2:32][CH2:33][CH2:34][CH2:35][CH2:36][CH2:37][CH2:38][CH2:39][CH2:40][CH3:41])=[C:9]([CH2:18][CH2:19][CH2:20][CH2:21][CH2:22][CH2:23][CH2:24][CH2:25][CH2:26][CH2:27][CH2:28][CH3:29])[CH:10]=3)[C:5](=O)[C:4]=2[CH:3]=1.[H-].C([Al+]C(C)C)(C)C.Cl.[Cl-].[Na+]>C1(C)C=CC=CC=1.C1COCC1>[Br:1][C:2]1[C:15]([I:16])=[CH:14][C:13]2[C:4](=[CH:5][C:6]3[C:11]([CH:12]=2)=[CH:10][C:9]([CH2:18][CH2:19][CH2:20][CH2:21][CH2:22][CH2:23][CH2:24][CH2:25][CH2:26][CH2:27][CH2:28][CH3:29])=[C:8]([CH2:30][CH2:31][CH2:32][CH2:33][CH2:34][CH2:35][CH2:36][CH2:37][CH2:38][CH2:39][CH2:40][CH3:41])[CH:7]=3)[CH:3]=1 |f:1.2,4.5|. Reported procedure: After 14 ml of THF was added to 678 mg of 2-bromo-3-iodo-6,7-didodecylanthraquinone obtained in the above and the compound was dissolved therein, 2.7 ml (2.7 mmol) of a toluene solution of diisopropylaluminum hydride (manufactured by Kanto Chemical Co., Ltd., 0.99M) was added, followed by 2 hours of stirring at room temperature. After ice cooling, 5 ml of 6N hydrochloric acid was added and then the mixture was heated to 65° C., followed by 4 hours of reaction. Toluene and an aqueous sodium chlor... The reactants are NC(CO)(C)C (2-Amino-2-methyl-1-propanol), C1(C=2C(C(=O)O1)=CC=CC2)=O (phthalic anhydride). The product is OCC(C)(C)N1C(C2=CC=CC=C2C1=O)=O (2-(1-hydroxy-2-methylpropan-2-yl)isoindoline-1,3-dione). Yield: 32.9%. As a reaction SMILES: [NH2:1][C:2]([CH3:6])([CH3:5])[CH2:3][OH:4].[C:7]1(=O)[O:12][C:10](=[O:11])[C:9]2=[CH:13][CH:14]=[CH:15][CH:16]=[C:8]12>>[OH:4][CH2:3][C:2]([N:1]1[C:10](=[O:11])[C:9]2[C:8](=[CH:16][CH:15]=[CH:14][CH:13]=2)[C:7]1=[O:12])([CH3:6])[CH3:5]. Procedure: 2-Amino-2-methyl-1-propanol (4.46 g, 50 mmol) and phthalic anhydride (7.41 g, 50 mmol) were heated at 170° C. for 30 minutes. Icewater was added to the cooled reaction mixture and then the mixture was extracted three times with DCM. Organic phase was dried over Na2SO4, filtered and evaporated to dryness. Crude product was purified by CombiFlash (column: silica, eluent: 0-10% MeOH in DCM) to obtain 3.611 g (33%) of the title compound. LC-MS: M+1=220. The reactants are BrC1=NSC(=N1)N1CCC(CC1)NC(OCC(C)C)=O (isobutyl 1-(3-bromo-1,2,4-thiadiazol-5-yl)piperidin-4-ylcarbamate), CC1(OB(OC1(C)C)C1=C(C=CC=C1)O)C (2-(4,4,5,5-tetramethyl-1,3,2-dioxaborolan-2-yl)-phenol), Pd(Ph3)4, C(=O)([O-])[O-].[K+].[K+] (K2CO3), CC#N (CH3CN). Solvent: O (H2O), O (water). Conditions: temperature 175 celsius. Product: OC1=C(C=CC=C1)C1=NSC(=N1)N1CCC(CC1)NC(OCC(C)C)=O (isobutyl 1-(3-(2-hydroxyphenyl)-1,2,4-thiadiazol-5-yl)piperidin-4-ylcarbamate). RXN SMILES: Br[C:2]1[N:6]=[C:5]([N:7]2[CH2:12][CH2:11][CH:10]([NH:13][C:14](=[O:20])[O:15][CH2:16][CH:17]([CH3:19])[CH3:18])[CH2:9][CH2:8]2)[S:4][N:3]=1.CC1(C)C(C)(C)OB([C:29]2[CH:34]=[CH:33][CH:32]=[CH:31][C:30]=2[OH:35])O1.C([O-])([O-])=O.[K+].[K+].CC#N>O>[OH:35][C:30]1[CH:31]=[CH:32][CH:33]=[CH:34][C:29]=1[C:2]1[N:6]=[C:5]([N:7]2[CH2:12][CH2:11][CH:10]([NH:13][C:14](=[O:20])[O:15][CH2:16][CH:17]([CH3:19])[CH3:18])[CH2:9][CH2:8]2)[S:4][N:3]=1 |f:2.3.4|. Reported procedure: A mixture of isobutyl 1-(3-bromo-1,2,4-thiadiazol-5-yl)piperidin-4-ylcarbamate (0.38 g, 1.1 mmol), 2-(4,4,5,5-tetramethyl-1,3,2-dioxaborolan-2-yl)-phenol (0.35 g, 1.6 mmol), Pd(Ph3)4 (12 mg, 11 μmol), K2CO3 (0.29 g, 2.1 mmol), CH3CN (3.0 mL), and H2O (0.3 mL) was sealed in a microwave vessel and heated by microwave irradiation at 175° C. for 15 minutes. The reaction was cooled to room temperature, diluted with water, and extracted with CH2Cl2. The combined extracts were washed with water, dried ... RXN SMILES: [Na+].C(OC[C:7]1[CH2:14][S:13][CH:12]2[N:9]([C:10](=[O:26])[CH:11]2[NH:15][C:16](=[O:25])[CH2:17][N:18]2[CH:22]=[CH:21][CH:20]=[C:19]2[CH:23]=[O:24])[C:8]=1[C:27]([O-:29])=[O:28])(=O)C.Cl[CH2:31][O:32][C:33](=[O:46])[C@H:34]([CH:43]([CH3:45])[CH3:44])[NH:35][C:36]([O:38][C:39]([CH3:42])([CH3:41])[CH3:40])=[O:37]>CN(C)C=O.C(OCC)(=O)C>[C:39]([O:38][C:36]([NH:35][CH:34]([CH:43]([CH3:45])[CH3:44])[C:33]([O:32][CH2:31][O:29][C:27]([C:8]1[N:9]2[CH:12]([S:13][CH2:14][CH:7]=1)[CH:11]([NH:15][C:16](=[O:25])[CH2:17][N:18]1[CH:22]=[CH:21][CH:20]=[C:19]1[CH:23]=[O:24])[C:10]2=[O:26])=[O:28])=[O:46])=[O:37])([CH3:42])([CH3:41])[CH3:40] |f:0.1|. The reactants are [Na+].C(C)(=O)OCC1=C(N2C(C(C2SC1)NC(CN1C(=CC=C1)C=O)=O)=O)C(=O)[O-] (3-[(acetyloxy)methyl]-7-[[(2-formyl-1-pyrryl)acetyl]amino]-8-oxo-5-thia-1-azabicyclo[4.2.0]oct-2ene-2-carboxylic acid sodium salt), ClCOC([C@@H](NC(=O)OC(C)(C)C)C(C)C)=O (N-tert-butoxycarbonyl-L-valine chloromethyl ester). Reaction conditions: time 72 hour. Yields the product C(C)(C)(C)OC(=O)NC(C(=O)OCOC(=O)C=1N2C(C(C2SCC1)NC(CN1C(=CC=C1)C=O)=O)=O)C(C)C (7-[[(2-formyl-1-pyrryl)acetyl]amino]-8-oxo-5-thia-1-azabicyclo[4.2.0]oct-2-ene-2-carboxylic acid N-tert-butoxycarbonyl-2-amino-3-methylbutyryloxy-methyl ester). Procedure details: A suspension of 5 grams of 3-[(acetyloxy)methyl]-7-[[(2-formyl-1-pyrryl)acetyl]amino]-8-oxo-5-thia-1-azabicyclo[4.2.0]oct-2ene-2-carboxylic acid sodium salt and 8.5 grams of N-tert-butoxycarbonyl-L-valine chloromethyl ester, prepared according to the general procedure described in W. German Offen. No. 2,236,620, are mixed in 100 ml of dimethylformamide (DMF) and stirred for 72 hours. The mixture is diluted with ethyl acetate, washed with water and aqueous sodium bicarbonate and again with water.... Run in C(C)(=O)OCC (ethyl acetate), CN(C=O)C (dimethylformamide). The reactants are CC(C)CC1CN2CCC3=CC(=C(C=C3C2CC1=O)OC)OC (tetrabenazine), N1=CC=CC=C1 (pyridine), Cl.NO (hydroxylamine hydrochloride). Run in C(C)O (ethanol). Run at time 24 hour. Product: C(C(C)C)C1C(CC2N(CCC3=CC(=C(C=C23)OC)OC)C1)N (3-isobutyl-9,10-dimethoxy-2,3,4,6,7,11b-hexahydro-1H-pyrido[2,1-a]isoquinolin-2-amine), solid. Isolated yield 78.0%. Reaction SMILES: [CH3:1][CH:2]([CH2:4][CH:5]1[C:18](=O)[CH2:17][CH:16]2[N:7]([CH2:8][CH2:9][C:10]3[C:15]2=[CH:14][C:13]([O:20][CH3:21])=[C:12]([O:22][CH3:23])[CH:11]=3)[CH2:6]1)[CH3:3].Cl.NO.[N:27]1C=CC=CC=1>C(O)C>[CH2:4]([CH:5]1[CH2:6][N:7]2[CH2:8][CH2:9][C:10]3[C:15]([CH:16]2[CH2:17][CH:18]1[NH2:27])=[CH:14][C:13]([O:20][CH3:21])=[C:12]([O:22][CH3:23])[CH:11]=3)[CH:2]([CH3:3])[CH3:1] |f:1.2|. Procedure details: HG-6 was also synthesized using the following alternative method: tetrabenazine (317 mg, 1 mmol) was dissolved in ethanol (EtOH, 10 ml) and hydroxylamine hydrochloride (70 mg, 1 mmol) was added, followed by the addition of pyridine (1 ml). The reaction was refluxed for 2 hours. After removing solvent, the residue was redissolved in methanol (MeOH, 10 ml). To this solution, MoO3 (80 mg) and sodium borohydride (80 mg) were slowly added. The reaction was stirred at room temperature for 24 hours and... Reactants: B(Br)(Br)Br (boron tribromide), C(C)(=O)N1CC2(CC1)CN(C1=CC=C(C=C12)OC)C(C(F)(F)F)=O (1-(1′-Acetyl-5-methoxyspiro[indoline-3,3′-pyrrolidin]-1-yl)-2,2,2-trifluoroethanone), ice water. Run in C(Cl)Cl (methylene chloride). Run at temperature -20 celsius, time 3 hour. The product is C(C)(=O)N1CC2(CC1)CN(C1=CC=C(C=C12)O)C(C(F)(F)F)=O (1-(1′-acetyl-5-hydroxyspiro[indoline-3,3′-pyrrolidin]-1-yl)-2,2,2-trifluoroethanone). The yield is 91.0%. RXN SMILES: [C:1]([N:4]1[CH2:8][CH2:7][C:6]2([C:16]3[C:11](=[CH:12][CH:13]=[C:14]([O:17]C)[CH:15]=3)[N:10]([C:19](=[O:24])[C:20]([F:23])([F:22])[F:21])[CH2:9]2)[CH2:5]1)(=[O:3])[CH3:2].B(Br)(Br)Br>C(Cl)Cl>[C:1]([N:4]1[CH2:8][CH2:7][C:6]2([C:16]3[C:11](=[CH:12][CH:13]=[C:14]([OH:17])[CH:15]=3)[N:10]([C:19](=[O:24])[C:20]([F:22])([F:23])[F:21])[CH2:9]2)[CH2:5]1)(=[O:3])[CH3:2]. Procedure details: 1-(1′-Acetyl-5-methoxyspiro[indoline-3,3′-pyrrolidin]-1-yl)-2,2,2-trifluoroethanone (2.74 g, 8.00 mmol) was dissolved in methylene chloride (50 mL). Thereafter, 1 M boron tribromide (40 mL, 40.0 mmol) was added to the above obtained solution at −78° C., and the thus obtained mixture was then stirred at −20° C. for 3 hours. Thereafter, the reaction solution was poured into ice water, and was then extracted with chloroform. The organic layer was washed with water and brine, and was then dried over... The reactants are FC(CNC=1C(=CC=CC1)N)F (N-(2,2-difiuoroethyl)benzene-1,2-diamine), ClC1=CC=C(C=C1)C(C(=O)O)=O (4-chloro-α-oxo-benzeneacetic acid). Run in CO (methanol). Product: ClC1=CC=C(C=C1)C=1C(N(C2=CC=CC=C2N1)CC(F)F)=O (3-(4-chlorophenyl)-1-(2,2-difluoroethyl) quinoxalin-2(1H)-one). Yield: 31.7%. Reaction SMILES: [F:1][CH:2]([F:12])[CH2:3][NH:4][C:5]1[C:6]([NH2:11])=[CH:7][CH:8]=[CH:9][CH:10]=1.[Cl:13][C:14]1[CH:19]=[CH:18][C:17]([C:20](=O)[C:21](O)=[O:22])=[CH:16][CH:15]=1>CO>[Cl:13][C:14]1[CH:19]=[CH:18][C:17]([C:20]2[C:21](=[O:22])[N:4]([CH2:3][CH:2]([F:12])[F:1])[C:5]3[C:6]([N:11]=2)=[CH:7][CH:8]=[CH:9][CH:10]=3)=[CH:16][CH:15]=1. Reported procedure: To a solution of 400 mg (2.32 mM) of N-(2,2-difiuoroethyl)benzene-1,2-diamine in 7 ml of methanol were added 428 mg (2.32 mM) of 4-chloro-α-oxo-benzeneacetic acid. The mixture was refluxed for 3 h. A solid was filtered, washed and dried under vacuum to give 236 mg of 3-(4-chlorophenyl)-1-(2,2-difluoroethyl) quinoxalin-2(1H)-one Yield: 32%. RXN SMILES: [CH2:1]([c:2]1[cH:3][cH:4][cH:5][cH:6][cH:7]1)[c:8]1[cH:9][n:10][c:11]2[c:12]([C:25]([F:26])([F:27])[F:28])[cH:13][cH:14][cH:15][c:16]2[c:17]1-[c:18]1[cH:19][c:20]([NH2:24])[cH:21][cH:22][cH:23]1.[F:29][c:30]1[cH:31][c:32]([CH:33]=[O:34])[cH:35][cH:36][c:37]1[F:38]>>[CH2:1]([c:2]1[cH:3][cH:4][cH:5][cH:6][cH:7]1)[c:8]1[cH:9][n:10][c:11]2[c:12]([C:25]([F:26])([F:27])[F:28])[cH:13][cH:14][cH:15][c:16]2[c:17]1-[c:18]1[cH:19][c:20]([NH:24][CH2:33][c:32]2[cH:31][c:30]([F:29])[c:37]([F:38])[cH:36][cH:35]2)[cH:21][cH:22][cH:23]1. Product: Fc1ccc(CNc2cccc(-c3c(Cc4ccccc4)cnc4c(C(F)(F)F)cccc34)c2)cc1F. Reactants: Nc1cccc(-c2c(Cc3ccccc3)cnc3c(C(F)(F)F)cccc23)c1, O=Cc1ccc(F)c(F)c1. Reactants: Cl, CC(C)(C)OC(=O)N1CCCC(c2cc(-c3c(O)cccc3OCc3ccccc3)nc(N)c2C#N)C1, C1COCCO1, C1COCCO1. Product: Cl, N#Cc1c(C2CCCNC2)cc(-c2c(O)cccc2OCc2ccccc2)nc1N. RXN SMILES: [ClH:38].[NH2:1][c:2]1[n:3][c:4](-[c:23]2[c:24]([O:30][CH2:31][c:32]3[cH:33][cH:34][cH:35][cH:36][cH:37]3)[cH:25][cH:26][cH:27][c:28]2[OH:29])[cH:5][c:6]([CH:10]2[CH2:11][N:12]([C:16]([O:17][C:18]([CH3:19])([CH3:20])[CH3:21])=[O:22])[CH2:13][CH2:14][CH2:15]2)[c:7]1[C:8]#[N:9].[O:39]1[CH2:40][CH2:41][O:42][CH2:43][CH2:44]1.[O:45]1[CH2:46][CH2:47][O:48][CH2:49][CH2:50]1>>[ClH:38].[NH2:1][c:2]1[n:3][c:4](-[c:23]2[c:24]([O:30][CH2:31][c:32]3[cH:33][cH:34][cH:35][cH:36][cH:37]3)[cH:25][cH:26][cH:27][c:28]2[OH:29])[cH:5][c:6]([CH:10]2[CH2:11][NH:12][CH2:13][CH2:14][CH2:15]2)[c:7]1[C:8]#[N:9].